This data is from the Open Reaction Database (ORD), a public repository of structured organic reaction records. The task is: describe an organic reaction: reactants, conditions, products, and yield As a reaction SMILES: [CH3:1][O:2][C:3]([C:5]1[CH:13]=[C:12]2[C:8]([CH:9]=[CH:10][NH:11]2)=[CH:7][CH:6]=1)=[O:4].C([O-])([O-])=O.[Cs+].[Cs+].Cl.[N:21]1[CH:26]=[CH:25][CH:24]=[CH:23][C:22]=1[CH2:27]Cl.C(OCC)(=O)C>CN1C(=O)CCC1>[CH3:1][O:2][C:3]([C:5]1[CH:13]=[C:12]2[C:8]([CH:9]=[CH:10][N:11]2[CH2:27][C:22]2[CH:23]=[CH:24][CH:25]=[CH:26][N:21]=2)=[CH:7][CH:6]=1)=[O:4] |f:1.2.3,4.5|. Product: COC(=O)C1=CC=C2C=CN(C2=C1)CC1=NC=CC=C1 (1-Pyridin-2-ylmethyl-1H-indole-6-carboxylic acid methyl ester). Procedure details: Under a nitrogen atmosphere: to a solution of 1H-indole-6-carboxylic acid methyl ester (for synthesis see example 2a), 2.47 g, 14.1 mmol) in NMP (140 mL) was added Cs2CO3 (10.1 mg, 31 mmol) at 0° C. After stirring for 15 min 2-picolyl chloride hydrochloride (2.77 g, 16.9 mmol) was added and the mixture was stirred at room temperature for 18 h. Ethyl acetate (200 mL) was added and the mixture was washed with saturated aqueous ammonium chloride (3×150 mL) and brine (200 mL). The organic phase was ... Conditions: time 18 hour. Run in CN1CCCC1=O (NMP). Starting materials: COC(=O)C1=CC=C2C=CNC2=C1 (1H-indole-6-carboxylic acid methyl ester), C(=O)([O-])[O-].[Cs+].[Cs+] (Cs2CO3), C(C)(=O)OCC (Ethyl acetate), Cl.N1=C(C=CC=C1)CCl (2-picolyl chloride hydrochloride). Starting materials: O1C(COC2=CC=C3C(=CC(OC3=C2)(C)C)C2=CC=CC3=CC=CC=C23)C1 (7-(2,3-Epoxypropoxy)-2,2-dimethyl-4-(1-naphthyl)-2H-chromene), CNC (dimethylamine). Run in C(C)O (ethanol). Run at time 48 hour. The product is C1(=CC=CC2=CC=CC=C12)C1=CC(OC2=CC(=CC=C12)OCC(CN(C)C)O)(C)C (4-(1-Naphthyl)-2,2-dimethyl-7-(3-dimethylamino-2-hydroxypropoxy)-2H chromene). Reaction SMILES: [O:1]1[CH2:27][CH:2]1[CH2:3][O:4][C:5]1[CH:14]=[C:13]2[C:8]([C:9]([C:17]3[C:26]4[C:21](=[CH:22][CH:23]=[CH:24][CH:25]=4)[CH:20]=[CH:19][CH:18]=3)=[CH:10][C:11]([CH3:16])([CH3:15])[O:12]2)=[CH:7][CH:6]=1.[CH3:28][NH:29][CH3:30]>C(O)C>[C:17]1([C:9]2[C:8]3[C:13](=[CH:14][C:5]([O:4][CH2:3][CH:2]([OH:1])[CH2:27][N:29]([CH3:30])[CH3:28])=[CH:6][CH:7]=3)[O:12][C:11]([CH3:16])([CH3:15])[CH:10]=2)[C:26]2[C:21](=[CH:22][CH:23]=[CH:24][CH:25]=2)[CH:20]=[CH:19][CH:18]=1. Reported procedure: 7-(2,3-Epoxypropoxy)-2,2-dimethyl-4-(1-naphthyl)-2H-chromene (4.4g., 0.012 moles) was dissolved in a solution of dimethylamine in ethanol (28 ml., ~40% solution) and left to stand at room temperature for 48 hours. Removal of solvent gave the title product as an orange oil which was converted to the hydrochloride salt. Recrystallization from acetone gave a white solid (3.13g., 64%) m.p. 185°-187° C. Starting materials: C[SiH](C)OC(C(=O)O)C(CC(=O)CP(=O)(c1ccccc1)c1ccccc1)C(C)(C)C, O=C([O-])[O-], CI, CC(C)=O, [K+], [K+], O. Product: COC(=O)C(O[SiH](C)C)C(CC(=O)CP(=O)(c1ccccc1)c1ccccc1)C(C)(C)C. As a reaction SMILES: [C:1]([CH3:2])([CH3:3])([CH3:4])[CH:5]([CH:6]([C:7](=[O:8])[OH:9])[O:10][SiH:11]([CH3:12])[CH3:13])[CH2:14][C:15]([CH2:16][P:17](=[O:18])([c:19]1[cH:20][cH:21][cH:22][cH:23][cH:24]1)[c:25]1[cH:26][cH:27][cH:28][cH:29][cH:30]1)=[O:31].[C:34](=[O:35])([O-:36])[O-:37].[CH3:32][I:33].[CH3:40][C:41](=[O:42])[CH3:43].[K+:38].[K+:39].[OH2:44]>>[C:1]([CH3:2])([CH3:3])([CH3:4])[CH:5]([CH:6]([C:7](=[O:8])[O:9][CH3:34])[O:10][SiH:11]([CH3:12])[CH3:13])[CH2:14][C:15]([CH2:16][P:17](=[O:18])([c:19]1[cH:20][cH:21][cH:22][cH:23][cH:24]1)[c:25]1[cH:26][cH:27][cH:28][cH:29][cH:30]1)=[O:31]. Reactants: BrCc1ccccc1, CC1CC1C(=O)O, [Na+], [OH-]. Product: CC1CC1C(=O)OCc1ccccc1. RXN SMILES: [Br:10][CH2:11][c:12]1[cH:13][cH:14][cH:15][cH:16][cH:17]1.[CH3:1][CH:2]1[CH:3]([C:5](=[O:6])[OH:7])[CH2:4]1.[Na+:9].[OH-:8]>>[CH3:1][CH:2]1[CH:3]([C:5](=[O:6])[O:7][CH2:11][c:12]2[cH:13][cH:14][cH:15][cH:16][cH:17]2)[CH2:4]1. Starting materials: CCO, COC(=O)c1cc(C#N)ccc1Cl, NO. Product: COC(=O)c1cc(C(N)=NO)ccc1Cl. As a reaction SMILES: [CH3:16][CH2:17][OH:18].[Cl:1][c:2]1[c:3]([C:4](=[O:5])[O:6][CH3:7])[cH:8][c:9]([C:12]#[N:13])[cH:10][cH:11]1.[NH2:14][OH:15]>>[Cl:1][c:2]1[c:3]([C:4](=[O:5])[O:6][CH3:7])[cH:8][c:9]([C:12]([NH2:13])=[N:14][OH:15])[cH:10][cH:11]1. Reactants: N#N (N2), [C@@H]([C@H](C(=O)[O-])O)(C(=O)[O-])O.[Na+].[K+] (Rochelle's salt), COC(=O)C=1OC(=CC1)CN1N=CC(=C1)[N+](=O)[O-] (5-(4-nitro-pyrazol-1-ylmethyl)-furan-2-carboxylic acid methyl ester), CC(C)C[AlH]CC(C)C (DiBAL), solution. Run in C1CCOC1 (THF), C1(=CC=CC=C1)C (toluene). Run at temperature -78 celsius, time 1 hour. Product: [N+](=O)([O-])C=1C=NN(C1)CC1=CC=C(O1)CO ([5-(4-Nitro-pyrazol-1-ylmethyl)-furan-2-yl]-methanol). As a reaction SMILES: N#N.C[O:4][C:5]([C:7]1[O:8][C:9]([CH2:12][N:13]2[CH:17]=[C:16]([N+:18]([O-:20])=[O:19])[CH:15]=[N:14]2)=[CH:10][CH:11]=1)=O.CC(C[AlH]CC(C)C)C.[C@H](O)(C([O-])=O)[C@@H](O)C([O-])=O.[Na+].[K+]>C1COCC1.C1(C)C=CC=CC=1>[N+:18]([C:16]1[CH:15]=[N:14][N:13]([CH2:12][C:9]2[O:8][C:7]([CH2:5][OH:4])=[CH:11][CH:10]=2)[CH:17]=1)([O-:20])=[O:19] |f:3.4.5|. Procedure: In a flame dried round-bottomed flask equipped with a magnetic stir bar and under inert atmosphere (N2), a solution of 5-(4-nitro-pyrazol-1-ylmethyl)-furan-2-carboxylic acid methyl ester (10.0 g, 39.81 mmol) in THF (300.0 mL) was treated dropwise, at −78° C. with DiBAL (160.0 mL of a 1M solution in toluene, 160.0 mmol). The reaction mixture was stirred at −78° C. for 1.5 h and at rt for 1 h. Sat. aq. Rochelle's salt (600 mL) was added and the reaction mixture was stirred at rt for 1 h. The aq. l... The reactants are N(=[N+]=[N-])CC(=O)C1=C(C=CC=C1)OC (2-azido-1-(2-methoxy-phenyl)-ethanone). The reagents and catalysts are [Pd] (Pd/C). Solvent: CO (MeOH), Cl (HCl). Yields the product NCC(=O)C1=C(C=CC=C1)OC (2-amino-1-(2-methoxyphenyl)-ethanone). Isolated yield 122.4%. Reaction SMILES: [N:1]([CH2:4][C:5]([C:7]1[CH:12]=[CH:11][CH:10]=[CH:9][C:8]=1[O:13][CH3:14])=[O:6])=[N+]=[N-]>CO.Cl.[Pd]>[NH2:1][CH2:4][C:5]([C:7]1[CH:12]=[CH:11][CH:10]=[CH:9][C:8]=1[O:13][CH3:14])=[O:6]. Procedure: Dissolve 2-azido-1-(2-methoxy-phenyl)-ethanone (3.54 g, 18.5 mmol) in 1328 ml of MeOH and 9 ml of concentrated HCl. Add 943 mg of 10% Pd/C and expose the reaction mixture to 60 psi of H2 for 5 hours at ambient temperature. Filter the catalyst off through a pad of celite and concentrate the filtrate in vacuo to afford 3.74 g of crude 2-amino-1-(2-methoxyphenyl)-ethanone as the hydrochloride salt. Starting materials: [BH4-], CO, CN(CC(=O)c1cccc([N+](=O)[O-])c1)Cc1ccc(Cl)cc1Cl, [Na+]. The product is CN(Cc1ccc(Cl)cc1Cl)CC(O)c1cccc([N+](=O)[O-])c1. As a reaction SMILES: [BH4-:24].[CH3:26][OH:27].[Cl:1][c:2]1[c:3]([CH2:4][N:5]([CH2:6][C:7](=[O:8])[c:9]2[cH:10][c:11]([N+:15](=[O:16])[O-:17])[cH:12][cH:13][cH:14]2)[CH3:18])[cH:19][cH:20][c:21]([Cl:23])[cH:22]1.[Na+:25]>>[Cl:1][c:2]1[c:3]([CH2:4][N:5]([CH2:6][CH:7]([OH:8])[c:9]2[cH:10][c:11]([N+:15](=[O:16])[O-:17])[cH:12][cH:13][cH:14]2)[CH3:18])[cH:19][cH:20][c:21]([Cl:23])[cH:22]1. Starting materials: CC1=CC(=NO1)NC(P(OCC)(OCC)=O)P(OCC)(OCC)=O (tetraethyl [(5-methyl-3-isoxazolyl)amino]-methylene-bis(phosphonate)), C(C)(=O)OC(C)=O (acetic anhydride). Yields the product C(C)(=O)N(C1=NOC(=C1)C)C(P(OCC)(OCC)=O)P(OCC)(OCC)=O (tetraethyl [N-acetyl(5-methyl-3-isoxazolyl)amino]methylene-bis(phosphonate)). RXN SMILES: [CH3:1][C:2]1[O:6][N:5]=[C:4]([NH:7][CH:8]([P:17](=[O:24])([O:21][CH2:22][CH3:23])[O:18][CH2:19][CH3:20])[P:9](=[O:16])([O:13][CH2:14][CH3:15])[O:10][CH2:11][CH3:12])[CH:3]=1.[C:25](OC(=O)C)(=[O:27])[CH3:26]>>[C:25]([N:7]([CH:8]([P:9](=[O:16])([O:10][CH2:11][CH3:12])[O:13][CH2:14][CH3:15])[P:17](=[O:24])([O:18][CH2:19][CH3:20])[O:21][CH2:22][CH3:23])[C:4]1[CH:3]=[C:2]([CH3:1])[O:6][N:5]=1)(=[O:27])[CH3:26]. Procedure details: 6 g of tetraethyl [(5-methyl-3-isoxazolyl)amino]-methylene-bis(phosphonate) was dissolved in 60 ml of acetic anhydride and heated under reflux overnight. The reaction solution was concentrated under reduced pressure, and the resulting syrup was formed into a chloroform solution. This was washed with water and dried, and then the solvent was removed by distillation. The residue was purified on a silica gel column (eluent: 0.5-2% ethanolchloroform) to give 5.2 g of tetraethyl [N-acetyl(5-methyl-3-...